Dataset: the Open Reaction Database (ORD), a public repository of structured organic reaction records. Task: describe an organic reaction: reactants, conditions, products, and yield Yields the product CN1C(NC2=NC=CC(=C21)OC2=CC=C(C=C2)NC(=O)NC2=CC(=NN2C2=CC=C(C=C2)F)C(C)(C)C)=O (1-(4-(2,3-Dihydro-1-methyl-2-oxo-1H-imidazo[4,5-b]pyridin-7-yl-oxy)phenyl)-3-(3-tert-butyl-1-(4-fluorophenyl)-1H-pyrazol-5-yl)urea). Reaction SMILES: II.[NH2:3][C:4]1[CH:21]=[CH:20][C:7]([O:8][C:9]2[CH:14]=[CH:13][N:12]=[C:11]3[NH:15][C:16](=[O:19])[N:17]([CH3:18])[C:10]=23)=[CH:6][CH:5]=1.[C:22]([C:26]1[CH:30]=[C:29]([NH:31][C:32](=O)[O:33]C2C=CC=CC=2)[N:28]([C:41]2[CH:46]=[CH:45][C:44]([F:47])=[CH:43][CH:42]=2)[N:27]=1)([CH3:25])([CH3:24])[CH3:23]>>[CH3:18][N:17]1[C:10]2[C:11](=[N:12][CH:13]=[CH:14][C:9]=2[O:8][C:7]2[CH:20]=[CH:21][C:4]([NH:3][C:32]([NH:31][C:29]3[N:28]([C:41]4[CH:46]=[CH:45][C:44]([F:47])=[CH:43][CH:42]=4)[N:27]=[C:26]([C:22]([CH3:25])([CH3:24])[CH3:23])[CH:30]=3)=[O:33])=[CH:5][CH:6]=2)[NH:15][C:16]1=[O:19]. The yield is 34.9%. Reactants: II (I2), NC1=CC=C(OC2=C3C(=NC=C2)NC(N3C)=O)C=C1 (7-(4-aminophenoxy)-1-methyl-1H-imidazo[4,5-b]pyridin-2(3H)-one), C(C)(C)(C)C1=NN(C(=C1)NC(OC1=CC=CC=C1)=O)C1=CC=C(C=C1)F (phenyl 3-tert-butyl-1-(4-fluorophenyl)-1H-pyrazol-5-yl-carbamate). Procedure details: Method I2 was used with 7-(4-aminophenoxy)-1-methyl-1H-imidazo[4,5-b]pyridin-2(3H)-one (25 mg, 0.1 mmol) and phenyl 3-tert-butyl-1-(4-fluorophenyl)-1H-pyrazol-5-yl-carbamate (42 mg, 0.12 mmol) to afford the title compound (18 mg, 35%). 1H-NMR (δ, ppm, DMSO-d6): 1.29 (s, 9H, t-Bu), 3.46 (s, 3H, CH3N), 6.37 (s, 1H, HPyz,4), 6.41 (d, 1H, HPy,6), 7.13 (d, 2H, Harom,Ph,3+5), 7.38 (t, 2H, Harom,4-F-Ph,3+5), 7.48 (d, 2H, Harom,Ph,2+6), 7.57 (dd, 2H, Harom,4-F-Ph,2+6), 7.80 (d, 1H, HPy,6), 8.38 (s, 1H, ... Reactants: C1(CC1)N (cyclopropylamine), C(C)(=O)O (acetic acid), [BH-](OC(=O)C)(OC(=O)C)OC(=O)C.[Na+] (NaBH(OAc)3), BrC1=CC(=C(C=O)C=C1)OC=1C=NC=CC1 (4-bromo-2-(pyridin-3-yloxy)-benzaldehyde). Run in ClCCCl (DCE), C(Cl)Cl (DCM). Conditions: time 18 hour. Product: BrC1=CC(=C(CNC2CC2)C=C1)OC=1C=NC=CC1 ([4-Bromo-2-(pyridin-3-yloxy)-benzyl]-cyclopropyl-amine). Isolated yield 75.8%. Reaction SMILES: [Br:1][C:2]1[CH:9]=[CH:8][C:5]([CH:6]=O)=[C:4]([O:10][C:11]2[CH:12]=[N:13][CH:14]=[CH:15][CH:16]=2)[CH:3]=1.[CH:17]1([NH2:20])[CH2:19][CH2:18]1.C(O)(=O)C.[BH-](OC(C)=O)(OC(C)=O)OC(C)=O.[Na+]>ClCCCl.C(Cl)Cl>[Br:1][C:2]1[CH:9]=[CH:8][C:5]([CH2:6][NH:20][CH:17]2[CH2:19][CH2:18]2)=[C:4]([O:10][C:11]2[CH:12]=[N:13][CH:14]=[CH:15][CH:16]=2)[CH:3]=1 |f:3.4|. Reported procedure: To a mixture of 4-bromo-2-(pyridin-3-yloxy)-benzaldehyde (2.0 g, 7.19 mmol) in DCE (75 mL) were added cyclopropylamine (0.50 mL, 7.2 mmol), acetic acid (2.16 mL, 36.0 mmol), and NaBH(OAc)3 (95%; 3.62 g, 18.0 mmol) portionwise. After 18 h, the mixture was diluted with 50 mL DCM and washed with 1 M NaOH (2×25 mL). The organic layer was dried (Na2SO4) and concentrated. FCC purification (EtOAc/DCM) gave the desired product (1.74 g, 76%). MS (ESI): mass calcd. for C15H15BrN2O, 318.04; m/z found, 319.... Reactants: [Si](C)(C)(C(C)(C)C)OCCN1N=CC(=C1)N (1-(2-(tert-Butyldimethylsilyloxy)ethyl)-1H-pyrazol-4-amine), BrC=1C(N(C=C(N1)Br)C)=O (3,5-dibromo-1-methylpyrazin-2(1H)-one). The solvent is CC(C)O (IPA). Conditions: temperature 90 celsius. Yields the product BrC=1N=C(C(N(C1)C)=O)NC=1C=NN(C1)CCO (5-Bromo-3-(1-(2-hydroxyethyl)-1H-pyrazol-4-ylamino)-1-methylpyrazin-2(1H)-one). Yield: 115.1%. RXN SMILES: [Si]([O:8][CH2:9][CH2:10][N:11]1[CH:15]=[C:14]([NH2:16])[CH:13]=[N:12]1)(C(C)(C)C)(C)C.Br[C:18]1[C:19](=[O:26])[N:20]([CH3:25])[CH:21]=[C:22]([Br:24])[N:23]=1>CC(O)C>[Br:24][C:22]1[N:23]=[C:18]([NH:16][C:14]2[CH:13]=[N:12][N:11]([CH2:10][CH2:9][OH:8])[CH:15]=2)[C:19](=[O:26])[N:20]([CH3:25])[CH:21]=1. Procedure details: A flask equipped with a magnetic stirrer was charged with 1-(2-(tert-butyldimethylsilyloxy)ethyl)-1H-pyrazol-4-amine 116b (1.7 g, 7.1 mmol), 3,5-dibromo-1-methylpyrazin-2(1H)-one (1.25 g, 4.7 mmol), and IPA (25 mL). The system was evacuated and then refilled with N2. The reaction mixture was heated at 90° C. for 6 h. Then, the mixture was cooled to room temperature and concentrated under reduced pressure. The residue was purified by flash column chromatography eluting with petroleum ether/ethyl ... The reactants are FC(C(=O)N)(C(C(C(OC(C(C(C(OC(C(C(C(C(=O)N)(F)F)(F)F)(F)F)(F)F)(F)F)(F)F)(F)F)(F)F)(F)F)(F)F)(F)F)F (perfluoro-6,11-dioxahexadecanediamide), O=P12OP3(=O)OP(=O)(O1)OP(=O)(O2)O3 (phosphorus pentoxide). Run at temperature 210 celsius. Yields the product FC(C#N)(C(C(C(OC(C(C(C(OC(C(C(C(C#N)(F)F)(F)F)(F)F)(F)F)(F)F)(F)F)(F)F)(F)F)(F)F)(F)F)(F)F)F (perfluoro-6,11-dioxahexadecanedinitrile). Isolated yield 96.0%. Reaction SMILES: [F:1][C:2]([F:44])([C:6]([F:43])([F:42])[C:7]([F:41])([F:40])[C:8]([F:39])([F:38])[O:9][C:10]([F:37])([F:36])[C:11]([F:35])([F:34])[C:12]([F:33])([F:32])[C:13]([F:31])([F:30])[O:14][C:15]([F:29])([F:28])[C:16]([F:27])([F:26])[C:17]([F:25])([F:24])[C:18]([F:23])([F:22])[C:19]([NH2:21])=O)[C:3]([NH2:5])=O.O=P12OP3(OP(OP(O3)(O1)=O)(=O)O2)=O>>[F:1][C:2]([F:44])([C:6]([F:42])([F:43])[C:7]([F:40])([F:41])[C:8]([F:38])([F:39])[O:9][C:10]([F:36])([F:37])[C:11]([F:35])([F:34])[C:12]([F:32])([F:33])[C:13]([F:30])([F:31])[O:14][C:15]([F:29])([F:28])[C:16]([F:26])([F:27])[C:17]([F:25])([F:24])[C:18]([F:23])([F:22])[C:19]#[N:21])[C:3]#[N:5]. Procedure details: the perfluoro-6,11-dioxahexadecanediamide (16.6 g, 0.023 mole) was mixed with an excess of phosphorus pentoxide, placed in a distillation flask and heated to 210° C for 2 hours. The reaction mixture was cooled, a vacuum of 105 mm was applied and heat was reapplied. The fraction boiling between 120°-125° C at 105 mm was collected (15.3 g, 96% yield). Analysis of the product confirmed the dinitrile structure. Infrared and nuclear magnetic resonance 1H and 19F were consistent with the structure. Ma...